From a dataset of the Open Reaction Database (ORD), a public repository of structured organic reaction records. describe an organic reaction: reactants, conditions, products, and yield The reactants are [H-].[Na+] (sodium hydride), Cl (hydrochloric acid), OCC(CS(=O)(=O)N)(C)C (3-hydroxy-2,2-dimethyl-1-propanesulfonamide), ClC=1C(=C(C=2N(N1)N=CN2)C)C (6-chloro-7,8-dimethyl[1,2,4]triazolo[1,5-b]pyridazine). The solvent is CN(C=O)C (dimethylformamide), O (water). Conditions: time 1 hour. Product: CC1=C(C=2N(N=C1OCC(CS(N)(=O)=O)(C)C)N=CN2)C (7,8-dimethyl-6-(2,2-dimethyl-3-sulfamoyl-1-propoxy)[1,2,4]triazolo[1,5-b]pyridazine). Yield: 14.3%. As a reaction SMILES: [H-].[Na+].[OH:3][CH2:4][C:5]([CH3:12])([CH3:11])[CH2:6][S:7]([NH2:10])(=[O:9])=[O:8].Cl[C:14]1[C:15]([CH3:24])=[C:16]([CH3:23])[C:17]2[N:18]([N:20]=[CH:21][N:22]=2)[N:19]=1.Cl>CN(C)C=O.O>[CH3:24][C:15]1[C:14]([O:3][CH2:4][C:5]([CH3:12])([CH3:11])[CH2:6][S:7](=[O:9])(=[O:8])[NH2:10])=[N:19][N:18]2[N:20]=[CH:21][N:22]=[C:17]2[C:16]=1[CH3:23] |f:0.1|. Procedure details: In 30 ml of dimethylformamide was suspended 1.38 g of 60% sodium hydride in oil, followed by addition of 2.51 g of 3-hydroxy-2,2-dimethyl-1-propanesulfonamide and the mixture was stirred under reduced pressure at room temperature for 1 hour. To this was added 2.56 g of 6-chloro-7,8-dimethyl[1,2,4]triazolo[1,5-b]pyridazine and the mixture was stirred at room temperature for 3 hours. Following addition of 100 ml of iced water, the reaction mixture was adjusted to pH 6 with 5N-hydrochloric acid and... Reactants: N1=CC=C(C=C1)C(=O)C1=CN=CN1C(C1=CC=CC=C1)(C1=CC=CC=C1)C1=CC=CC=C1 (pyridin-4-yl(1-trityl-1H-imidazol-5-yl)methanone), C(C1=CC=CC=C1)[Mg]Br (benzyl magnesium bromide). Solvent: ClCCl (dichloromethane). Run at time 16 hour. Yields the product N1=CC=C(C=C1)C(O)C1=CN=CN1C(C1=CC=CC=C1)(C1=CC=CC=C1)C1=CC=CC=C1 (pyridin-4-yl(1-trityl-1H-imidazol-5-yl)methanol), Intermediate 4. Reaction SMILES: [N:1]1[CH:6]=[CH:5][C:4]([C:7]([C:9]2[N:13]([C:14]([C:27]3[CH:32]=[CH:31][CH:30]=[CH:29][CH:28]=3)([C:21]3[CH:26]=[CH:25][CH:24]=[CH:23][CH:22]=3)[C:15]3[CH:20]=[CH:19][CH:18]=[CH:17][CH:16]=3)[CH:12]=[N:11][CH:10]=2)=[O:8])=[CH:3][CH:2]=1.C([Mg]Br)C1C=CC=CC=1>ClCCl>[N:1]1[CH:6]=[CH:5][C:4]([CH:7]([C:9]2[N:13]([C:14]([C:21]3[CH:26]=[CH:25][CH:24]=[CH:23][CH:22]=3)([C:15]3[CH:16]=[CH:17][CH:18]=[CH:19][CH:20]=3)[C:27]3[CH:32]=[CH:31][CH:30]=[CH:29][CH:28]=3)[CH:12]=[N:11][CH:10]=2)[OH:8])=[CH:3][CH:2]=1. Procedure: A solution of pyridin-4-yl(1-trityl-1H-imidazol-5-yl)methanone (500 mg, 1.19 mmol) in dichloromethane (25 mL) at room temperature was treated with benzyl magnesium bromide (0.595 mL, 1.78 mmol, 3M in ether) and allowed to react at room temperature and the reaction mixture was then stirred at room temperature for 16 hours. The mixture was quenched with water (20 mL) and a saturated solution of ammonium chloride (20 mL). The residue was isolated in a typical aqueous to give pyridin-4-yl(1-trityl-1... Starting materials: O=CC(Cl)(Cl)Cl (chloral), S(O)(O)(=O)=O (sulphuric acid), OCC(O)CO (glycerine). Reaction conditions: time 10 hour. Product: ClC(C1OCC(O1)CO)(Cl)Cl (2-(trichloro-methyl)-4-(hydroxymethyl)-dioxolane). As a reaction SMILES: [O:1]=[CH:2][C:3]([Cl:6])([Cl:5])[Cl:4].S(=O)(=O)(O)O.[OH:12][CH2:13][CH:14]([CH2:16]O)[OH:15]>>[Cl:4][C:3]([Cl:6])([Cl:5])[CH:2]1[O:15][CH:14]([CH2:13][OH:12])[CH2:16][O:1]1. Procedure details: A mixture of 16 g of chloral, 5 g of glycerine and 5 ml of concentrated sulphuric acid is,heated on a water-bath for 10 hours, then the reaction mixture is distilled in vacuo. Product: O=C1SC(C(N1)=O)CC1=CC=C(OCC2(OC3=C(C(=C(C(=C3CC2)C)OCC(=O)OCCOC)C)C)C)C=C1 (2-Methoxyethyl α-{2-[4-(2,4-dioxothiazolidin-5-ylmethyl)phenoxymethyl]-2,5,7,8-tetramethylchroman-6-yloxy}acetate). RXN SMILES: [O:1]=[C:2]1[NH:6][C:5](=[O:7])[CH:4]([CH2:8][C:9]2[CH:39]=[CH:38][C:12]([O:13][CH2:14][C:15]3([CH3:37])[CH:24]=[CH:23][C:22]4[C:17](=[C:18]([CH3:36])[C:19]([CH3:35])=[C:20]([O:26][CH2:27][C:28]([O:30][CH2:31][CH2:32][O:33][CH3:34])=[O:29])[C:21]=4[CH3:25])[O:16]3)=[CH:11][CH:10]=2)[S:3]1>[Pd].C(O)C>[O:1]=[C:2]1[NH:6][C:5](=[O:7])[CH:4]([CH2:8][C:9]2[CH:10]=[CH:11][C:12]([O:13][CH2:14][C:15]3([CH3:37])[CH2:24][CH2:23][C:22]4[C:17](=[C:18]([CH3:36])[C:19]([CH3:35])=[C:20]([O:26][CH2:27][C:28]([O:30][CH2:31][CH2:32][O:33][CH3:34])=[O:29])[C:21]=4[CH3:25])[O:16]3)=[CH:38][CH:39]=2)[S:3]1. The reactants are O=C1SC(C(N1)=O)CC1=CC=C(OCC2(OC3=C(C(=C(C(=C3C=C2)C)OCC(=O)OCCOC)C)C)C)C=C1 (2-methoxyethyl α-{2-[4-(2,4-dioxothiazolidin-5-ylmethyl)phenoxymethyl]-2,5,7,8-tetramethyl-2H-chromen-6-yloxy}acetate). Solvent: C(C)O (ethanol). Conditions: time 10 hour. Procedure: Using Paar's hydrogenation apparatus, a mixture of 260 mg of 2-methoxyethyl α-{2-[4-(2,4-dioxothiazolidin-5-ylmethyl)phenoxymethyl]-2,5,7,8-tetramethyl-2H-chromen-6-yloxy}acetate (prepared as described in Example 39), 300 mg of 10% w/v palladium-on-carbon and 50 ml of ethanol was stirred for 10 hours under a hydrogen pressure of 3-5 atmospheres. The palladium-on-carbon was then filtered off, and the filtrate was condensed by evaporation under reduced pressure, to give the title compound as a col... Reagents/catalysts: [Pd] (palladium-on-carbon). Starting materials: COS(=O)(=O)OC (dimethylsulfate), CC1=[N+](C=CC(=C1)[N+](=O)[O-])[O-] (2-Methyl-4-nitropyridine-N-oxide), [C-]#N.[K+] (potassium cyanide). Run in O (water). Reaction conditions: temperature 70 celsius, time 90 minute. Yields the product CC1=CC(=CC(=N1)C#N)[N+](=O)[O-] (6-Methyl-4-nitro-pyridine-2-carbonitrile). The yield is 72.1%. Reaction SMILES: COS(OC)(=O)=O.[CH3:8][C:9]1[CH:14]=[C:13]([N+:15]([O-:17])=[O:16])[CH:12]=[CH:11][N+:10]=1[O-].[C-:19]#[N:20].[K+]>O>[CH3:8][C:9]1[N:10]=[C:11]([C:19]#[N:20])[CH:12]=[C:13]([N+:15]([O-:17])=[O:16])[CH:14]=1 |f:2.3|. Procedure: To 10.2 ml (13.5 g, 104 mmol, 1.1 equiv.) of dimethylsulfate were added 15.0 g (94.4 mmol) of 2-Methyl-4-nitropyridine-N-oxide at 60° C. The reaction mixture was then stirred for 90 min at 70° C., and allowed to cool to room temperature. The solidified residue was triturated with 30 ml of ether. The product was filtered, washed with 20 ml of ether, and dried. The product was then dissolved in 100 ml of water and added dropwise over a period of 30 min. to a at −8° C. cooled solution of 24.6 g (37... Reactants: C1CCOC1, CC(=O)OC(C)=O, OC(CF)c1cccnc1SCc1ccccc1, O, O=S(=O)(O)O. Product: CC(=O)OC(CF)c1cccnc1SCc1ccccc1. Reaction SMILES: [CH2:32]1[O:33][CH2:34][CH2:35][CH2:36]1.[CH3:19][C:20](=[O:21])[O:22][C:23](=[O:24])[CH3:25].[F:1][CH2:2][CH:3]([OH:4])[c:5]1[c:6]([S:11][CH2:12][c:13]2[cH:14][cH:15][cH:16][cH:17][cH:18]2)[n:7][cH:8][cH:9][cH:10]1.[OH2:26].[S:27](=[O:28])(=[O:29])([OH:30])[OH:31]>>[F:1][CH2:2][CH:3]([O:4][C:20]([CH3:19])=[O:21])[c:5]1[c:6]([S:11][CH2:12][c:13]2[cH:14][cH:15][cH:16][cH:17][cH:18]2)[n:7][cH:8][cH:9][cH:10]1. The reactants are CC(NC(=O)c1ccccc1)C(C)C(=O)O, C1CCOC1, CCN(C(C)C)C(C)C, CC1(C)CNCCC1(O)c1ccc(Cl)cc1. Yields the product CC(NC(=O)c1ccccc1)C(C)C(=O)N1CCC(O)(c2ccc(Cl)cc2)C(C)(C)C1. As a reaction SMILES: [C:1]([c:2]1[cH:3][cH:4][cH:5][cH:6][cH:7]1)(=[O:8])[NH:9][CH:10]([CH:11]([C:12](=[O:13])[OH:14])[CH3:15])[CH3:16].[CH2:42]1[O:43][CH2:44][CH2:45][CH2:46]1.[CH:33]([N:34]([CH2:35][CH3:36])[CH:37]([CH3:38])[CH3:39])([CH3:40])[CH3:41].[Cl:17][c:18]1[cH:19][cH:20][c:21]([C:24]2([OH:32])[C:25]([CH3:30])([CH3:31])[CH2:26][NH:27][CH2:28][CH2:29]2)[cH:22][cH:23]1>>[C:1]([c:2]1[cH:3][cH:4][cH:5][cH:6][cH:7]1)(=[O:8])[NH:9][CH:10]([CH:11]([C:12](=[O:14])[N:27]1[CH2:26][C:25]([CH3:30])([CH3:31])[C:24]([c:21]2[cH:20][cH:19][c:18]([Cl:17])[cH:23][cH:22]2)([OH:32])[CH2:29][CH2:28]1)[CH3:15])[CH3:16]. The reactants are ClCCCC(=O)C1=CC=CC=C1 (4-chlorobutyrophenone), C(C1=CC=CC=C1)(=O)NC1CCNCC1 (4-benzamidopiperidine), C(=O)([O-])[O-].[K+].[K+] (K2CO3), O (water). Solvent: C(Cl)(Cl)Cl (CHCl3). Yields the product C(C1=CC=CC=C1)(=O)CCCN1CCC(CC1)NC(C1=CC=CC=C1)=O (1-(3-benzoylpropyl)-4-benzamidopiperidine). The yield is 9.1%. As a reaction SMILES: Cl[CH2:2][CH2:3][CH2:4][C:5]([C:7]1[CH:12]=[CH:11][CH:10]=[CH:9][CH:8]=1)=[O:6].[C:13]([NH:21][CH:22]1[CH2:27][CH2:26][NH:25][CH2:24][CH2:23]1)(=[O:20])[C:14]1[CH:19]=[CH:18][CH:17]=[CH:16][CH:15]=1.C([O-])([O-])=O.[K+].[K+].O>C(Cl)(Cl)Cl>[C:5]([CH2:4][CH2:3][CH2:2][N:25]1[CH2:26][CH2:27][CH:22]([NH:21][C:13](=[O:20])[C:14]2[CH:19]=[CH:18][CH:17]=[CH:16][CH:15]=2)[CH2:23][CH2:24]1)(=[O:6])[C:7]1[CH:12]=[CH:11][CH:10]=[CH:9][CH:8]=1 |f:2.3.4|. Procedure details: A mixture of 4-chlorobutyrophenone (447 mg, 2.45 mmol), 4-benzamidopiperidine (500 mg, 2.45 mmol) and K2CO3 (338 mg, 2.45 mmol) was heated up in boiling water bath for 1 hour. The reaction mixture was portioned between water and CHCl3. The organic layer was separated and dried over Na2SO4. After filtration and removal of solvent, the residue was purified by chromatography (SiO2, MeOH:CHCl3, 5:95). Recrystallization from AcOEt/hexane gave a white powder (78 mg, 8.2%). mp 143-144° C.; 1H NMR (CD3O... Starting materials: Br, COC(=O)c1cc(C#N)c(C(=O)OC)cc1N, [Cu]Br, O=N[O-], [Na+], O. The product is COC(=O)c1cc(C#N)c(C(=O)OC)cc1Br. Reaction SMILES: [BrH:22].[CH3:1][O:2][C:3]([c:4]1[c:5]([NH2:16])[cH:6][c:7]([C:8](=[O:9])[O:10][CH3:11])[c:12]([C:14]#[N:15])[cH:13]1)=[O:17].[Cu:24][Br:25].[N:18]([O-:19])=[O:20].[Na+:21].[OH2:23]>>[CH3:1][O:2][C:3]([c:4]1[c:5]([Br:22])[cH:6][c:7]([C:8](=[O:9])[O:10][CH3:11])[c:12]([C:14]#[N:15])[cH:13]1)=[O:17]. The reactants are [Br-], C1CCOC1, COC(=O)c1cc(I)c2ncn(CC(C)C)c2c1, Cc1ccc([Zn+])nc1, c1ccc(P(c2ccccc2)(c2ccccc2)[Pd](P(c2ccccc2)(c2ccccc2)c2ccccc2)(P(c2ccccc2)(c2ccccc2)c2ccccc2)P(c2ccccc2)(c2ccccc2)c2ccccc2)cc1. The product is COC(=O)c1cc(-c2ccc(C)cn2)c2ncn(CC(C)C)c2c1. Reaction SMILES: [Br-:19].[CH2:28]1[O:29][CH2:30][CH2:31][CH2:32]1.[CH3:1][O:2][C:3](=[O:4])[c:5]1[cH:6][c:7]2[c:8]([n:9][cH:10][n:11]2[CH2:12][CH:13]([CH3:14])[CH3:15])[c:16]([I:18])[cH:17]1.[CH3:20][c:21]1[cH:22][cH:23][c:24]([Zn+:27])[n:25][cH:26]1.[cH:33]1[cH:34][cH:35][c:36]([P:37]([Pd:38]([P:39]([c:40]2[cH:41][cH:42][cH:43][cH:44][cH:45]2)([c:46]2[cH:47][cH:48][cH:49][cH:50][cH:51]2)[c:52]2[cH:53][cH:54][cH:55][cH:56][cH:57]2)([P:58]([c:59]2[cH:60][cH:61][cH:62][cH:63][cH:64]2)([c:65]2[cH:66][cH:67][cH:68][cH:69][cH:70]2)[c:71]2[cH:72][cH:73][cH:74][cH:75][cH:76]2)[P:77]([c:78]2[cH:79][cH:80][cH:81][cH:82][cH:83]2)([c:84]2[cH:85][cH:86][cH:87][cH:88][cH:89]2)[c:90]2[cH:91][cH:92][cH:93][cH:94][cH:95]2)([c:96]2[cH:97][cH:98][cH:99][cH:100][cH:101]2)[c:102]2[cH:103][cH:104][cH:105][cH:106][cH:107]2)[cH:108][cH:109]1>>[CH3:1][O:2][C:3](=[O:4])[c:5]1[cH:6][c:7]2[c:8]([n:9][cH:10][n:11]2[CH2:12][CH:13]([CH3:14])[CH3:15])[c:16](-[c:24]2[cH:23][cH:22][c:21]([CH3:20])[cH:26][n:25]2)[cH:17]1.